Task: describe an organic reaction: reactants, conditions, products, and yield. Dataset: the Open Reaction Database (ORD), a public repository of structured organic reaction records Reactants: C(C)(=O)OCC (ethyl acetate), FC1=C(C=CC(=C1)I)C (2-Fluoro-4-iodo-1-methylbenzene), [Mn](=O)(=O)(=O)[O-].[K+] (potassium permanganate). The reagents and catalysts are S([O-])(O)(=O)=O.C(CCC)[N+](CCCC)(CCCC)CCCC (Tetrabutylammonium bisulphate). The solvent is O (water), O (water). Product: FC1=C(C(=O)O)C=CC(=C1)I (2-Fluoro-4-iodobenzoic acid). Reaction SMILES: [F:1][C:2]1[CH:7]=[C:6]([I:8])[CH:5]=[CH:4]C=1C.[Mn]([O-])(=O)(=O)=O.[K+].[C:16]([O:19]CC)(=[O:18])[CH3:17]>O.S(=O)(=O)(O)[O-].C([N+](CCCC)(CCCC)CCCC)CCC>[F:1][C:2]1[CH:7]=[C:6]([I:8])[CH:5]=[CH:4][C:17]=1[C:16]([OH:19])=[O:18] |f:1.2,5.6|. Procedure details: 2-Fluoro-4-iodo-1-methylbenzene (1.0 g) was added to a solution of potassium permanganate (2.0 g) in water (25 ml). The mixture was gently refluxed for 2 h. Tetrabutylammonium bisulphate (100 mg) was added and the mixture was refluxed for 18h. The cooled solution was treated with ethyl acetate (100 ml) and water (50 ml) and the brown suspension was filtered. The dried organic phase was evaporated and the resulting solid was partitioned between aqueous sodium bicarbonate (2N; 50 ml) and diethyl e... The reactants are ClC1=C(C=CC(=C1)Cl)C1(OCC(O1)COC)C (2-(2,4-dichlorophenyl)-2-methyl-4-(methoxymethyl)-1,3-dioxolane), BrBr (bromine). Reagents/catalysts: BrBr (bromine). Run in ClC(Cl)(Cl)Cl (tetrachloromethane). Run at temperature 20 celsius, time 2 hour. Product: 65, ClC1=C(C=CC(=C1)Cl)C1(OCC(O1)COC)CBr (2-(2,4-dichlorophenyl)-2-(bromomethyl)-4-(methoxymethyl)-1,3-dioxolane). Reaction SMILES: [Cl:1][C:2]1[CH:7]=[C:6]([Cl:8])[CH:5]=[CH:4][C:3]=1[C:9]1([CH3:17])[O:13][CH:12]([CH2:14][O:15][CH3:16])[CH2:11][O:10]1.[Br:18]Br>BrBr.ClC(Cl)(Cl)Cl>[Cl:1][C:2]1[CH:7]=[C:6]([Cl:8])[CH:5]=[CH:4][C:3]=1[C:9]1([CH2:17][Br:18])[O:13][CH:12]([CH2:14][O:15][CH3:16])[CH2:11][O:10]1. Procedure details: To 100 parts of 2-(2,4-dichlorophenyl)-2-methyl-4-(methoxymethyl)-1,3-dioxolane in 480 parts of tetrachloromethane are added at 45° C. a few drops of bromine till the reaction starts. Subsequently 19.6 parts of bromine are added dropwise and the whole is stirred for 2 hours at 20° C. The pale yellow solution is washed with a sodium hydrogen carbonate solution, dried and evaporated. A high vacuum distillation yields 65 parts of pure 2-(2,4-dichlorophenyl)-2-(bromomethyl)-4-(methoxymethyl)-1,3-dio... Starting materials: CCN=C=NCCCN(C)C (EDCI), CCN=C=NCCCN(C)C (EDCI), C=C1CC(C1)C(=O)O (3-methylene-cyclobutanecarboxylic acid), EXAMPLE 283A, C(C)N(C(C)C)C(C)C (ethyldiisopropyl amine), C(Cl)Cl (CH2Cl2). The reagents and catalysts are CN(C)C=1C=CN=CC1 (DMAP). Conditions: time 8 hour. The product is ClC=1C(=NC=CN1)CNC(=O)C1CC(C1)=C (N-((3-chloropyrazin-2-yl)methyl)-3-methylenecyclobutanecarboxamide). RXN SMILES: CCN=C=[N:5][CH2:6][CH2:7][CH2:8][N:9]([CH3:11])C.C([N:14]([CH:18](C)C)C(C)C)C.[CH2:21]=[C:22]1[CH2:25][CH:24]([C:26]([OH:28])=O)[CH2:23]1.C(Cl)[Cl:30]>CN(C1C=CN=CC=1)C>[Cl:30][C:8]1[C:7]([CH2:6][NH:5][C:26]([CH:24]2[CH2:23][C:22](=[CH2:21])[CH2:25]2)=[O:28])=[N:14][CH:18]=[CH:11][N:9]=1. Reported procedure: EDCI (13.47 g, 70 mmol), DMAP (1.19 g, 9.8 mmol) and EXAMPLE 283A (12.5 g, 58 mmol) in CH2Cl2 (300 mL) were treated with ethyldiisopropyl amine (20 mL, 170 mmol) and 3-methylene-cyclobutanecarboxylic acid (Caserio et al. J. Am. Chem. Soc. 1958, 80, 5507)(6.59 g, 59 mmol). After 8 h at ambient temperature, an additional 2.88 g of EDCI was added, and the mixture stirred at ambient temperature for 16 h. The mixture was concentrated by rotary evaporator, diluted with EtOAc (600 mL), then washed sequ... Reactants: CCN(Cc1cc(C(F)(F)F)ccc1B1OC(C)(C)C(C)(C)O1)C(=O)OC(C)(C)C, O=C([O-])[O-], COC(=O)Cc1cncc(Br)c1, COCCOC, [K+], [K+], O, c1ccc(P(c2ccccc2)(c2ccccc2)[Pd](P(c2ccccc2)(c2ccccc2)c2ccccc2)(P(c2ccccc2)(c2ccccc2)c2ccccc2)P(c2ccccc2)(c2ccccc2)c2ccccc2)cc1. Product: CCN(Cc1cc(C(F)(F)F)ccc1-c1cncc(CC(=O)OC)c1)C(=O)OC(C)(C)C. As a reaction SMILES: [C:1]([CH3:2])([CH3:3])([CH3:4])[O:5][C:6]([N:7]([CH2:8][c:9]1[c:10]([B:19]2[O:20][C:21]([CH3:22])([CH3:23])[C:24]([CH3:25])([CH3:26])[O:27]2)[cH:11][cH:12][c:13]([C:15]([F:16])([F:17])[F:18])[cH:14]1)[CH2:28][CH3:29])=[O:30].[C:43](=[O:44])([O-:45])[O-:46].[CH3:31][O:32][C:33]([CH2:34][c:35]1[cH:36][n:37][cH:38][c:39]([Br:41])[cH:40]1)=[O:42].[CH3:49][O:50][CH2:51][CH2:52][O:53][CH3:54].[K+:47].[K+:48].[OH2:55].[cH:56]1[cH:57][cH:58][c:59]([P:60]([Pd:61]([P:62]([c:63]2[cH:64][cH:65][cH:66][cH:67][cH:68]2)([c:69]2[cH:70][cH:71][cH:72][cH:73][cH:74]2)[c:75]2[cH:76][cH:77][cH:78][cH:79][cH:80]2)([P:81]([c:82]2[cH:83][cH:84][cH:85][cH:86][cH:87]2)([c:88]2[cH:89][cH:90][cH:91][cH:92][cH:93]2)[c:94]2[cH:95][cH:96][cH:97][cH:98][cH:99]2)[P:100]([c:101]2[cH:102][cH:103][cH:104][cH:105][cH:106]2)([c:107]2[cH:108][cH:109][cH:110][cH:111][cH:112]2)[c:113]2[cH:114][cH:115][cH:116][cH:117][cH:118]2)([c:119]2[cH:120][cH:121][cH:122][cH:123][cH:124]2)[c:125]2[cH:126][cH:127][cH:128][cH:129][cH:130]2)[cH:131][cH:132]1>>[C:1]([CH3:2])([CH3:3])([CH3:4])[O:5][C:6]([N:7]([CH2:8][c:9]1[c:10](-[c:39]2[cH:38][n:37][cH:36][c:35]([CH2:34][C:33]([O:32][CH3:31])=[O:42])[cH:40]2)[cH:11][cH:12][c:13]([C:15]([F:16])([F:17])[F:18])[cH:14]1)[CH2:28][CH3:29])=[O:30]. Reactants: NCCOC1=CC=C(C=C1)CC(C(=O)OCC)OC1=CC=CC=C1 (ethyl 3-[4-(2-aminoethoxy)phenyl]-2-phenoxypropionate), COCOC1=C(C=C(C=C1C)C1=CC=C(C=C1)C(=O)O)C (4′-methoxymethoxy-3′,5′-dimethylbiphenyl-4-carboxylic acid), C(=O)(N1C=NC=C1)N1C=NC=C1 (carbonyldiimidazole). Product: COCOC1=C(C=C(C=C1C)C1=CC=C(C=C1)C(=O)NCCOC1=CC=C(C=C1)CC(C(=O)OCC)OC1=CC=CC=C1)C (Ethyl 3-[4-[2-(4′-methoxymethoxy-3′,5′-dimethylbiphenyl-4-carbonylamino)ethoxy]phenyl]-2-phenoxypropionate). The yield is 23.0%. RXN SMILES: [NH2:1][CH2:2][CH2:3][O:4][C:5]1[CH:10]=[CH:9][C:8]([CH2:11][CH:12]([O:18][C:19]2[CH:24]=[CH:23][CH:22]=[CH:21][CH:20]=2)[C:13]([O:15][CH2:16][CH3:17])=[O:14])=[CH:7][CH:6]=1.[CH3:25][O:26][CH2:27][O:28][C:29]1[C:34]([CH3:35])=[CH:33][C:32]([C:36]2[CH:41]=[CH:40][C:39]([C:42](O)=[O:43])=[CH:38][CH:37]=2)=[CH:31][C:30]=1[CH3:45].C(N1C=CN=C1)(N1C=CN=C1)=O>>[CH3:25][O:26][CH2:27][O:28][C:29]1[C:34]([CH3:35])=[CH:33][C:32]([C:36]2[CH:41]=[CH:40][C:39]([C:42]([NH:1][CH2:2][CH2:3][O:4][C:5]3[CH:6]=[CH:7][C:8]([CH2:11][CH:12]([O:18][C:19]4[CH:20]=[CH:21][CH:22]=[CH:23][CH:24]=4)[C:13]([O:15][CH2:16][CH3:17])=[O:14])=[CH:9][CH:10]=3)=[O:43])=[CH:38][CH:37]=2)=[CH:31][C:30]=1[CH3:45]. Reported procedure: In a similar manner to that described in Example 5, a reaction was carried out using ethyl 3-[4-(2-aminoethoxy)phenyl]-2-phenoxypropionate (2.07 g), which is the product of Reference example 4, 4′-methoxymethoxy-3′,5′-dimethylbiphenyl-4-carboxylic acid (1.50 g), which is the product of reference example 17(b), and carbonyldiimidazole (1.10 g) and the reaction mixture was treated to afford the desired compound (720 mg) as a colorless oil. Starting materials: Cl (HCl), C(=O)(O)[O-].[Na+] (NaHCO3), ClC=1C=NC(=NC1)C1=CC=C(CNC2=C(C=CC(=C2)OCC2=NC=C(C=C2)C)[N+](=O)[O-])C=C1 (N-(4-(5-chloropyrimidin-2-yl)benzyl)-5-((5-methylpyridin-2-yl)methoxy)-2-nitroaniline), C1(OC([C@@H]2CCCC[C@H]12)=O)=O (cis-hexahydroisobenzofuran-1,3-dione), S(=O)([O-])S(=O)[O-].[Na+].[Na+] (sodium dithionite). The solvent is C(Cl)Cl (DCM), O (water), CC(=O)N(C)C (DMA), O (water). Run at temperature 50 celsius. The product is ClC=1C=NC(=NC1)C1=CC=C(CN2C(=NC3=C2C=C(C=C3)OCC3=NC=C(C=C3)C)[C@@H]3[C@@H](CCCC3)C(=O)O)C=C1 (racemic cis-2-{1-[4-(5-Chloropyrimidin-2-yl)benzyl]-6-[(5-methylpyridin-2-yl)methoxy]-1H-benzimidazol-2-yl}cyclohexanecarboxylic acid). The yield is 28.0%. As a reaction SMILES: [Cl:1][C:2]1[CH:3]=[N:4][C:5]([C:8]2[CH:33]=[CH:32][C:11]([CH2:12][NH:13][C:14]3[CH:19]=[C:18]([O:20][CH2:21][C:22]4[CH:27]=[CH:26][C:25]([CH3:28])=[CH:24][N:23]=4)[CH:17]=[CH:16][C:15]=3[N+:29]([O-])=O)=[CH:10][CH:9]=2)=[N:6][CH:7]=1.[C:34]1(=[O:44])[C@@H:42]2[C@@H:37]([CH2:38][CH2:39][CH2:40][CH2:41]2)[C:36](=O)[O:35]1.S(S([O-])=O)([O-])=O.[Na+].[Na+].Cl.C([O-])(O)=O.[Na+]>O.C(Cl)Cl.CC(N(C)C)=O>[Cl:1][C:2]1[CH:3]=[N:4][C:5]([C:8]2[CH:33]=[CH:32][C:11]([CH2:12][N:13]3[C:14]4[CH:19]=[C:18]([O:20][CH2:21][C:22]5[CH:27]=[CH:26][C:25]([CH3:28])=[CH:24][N:23]=5)[CH:17]=[CH:16][C:15]=4[N:29]=[C:36]3[C@H:37]3[CH2:38][CH2:39][CH2:40][CH2:41][C@H:42]3[C:34]([OH:44])=[O:35])=[CH:10][CH:9]=2)=[N:6][CH:7]=1 |f:2.3.4,6.7|. Procedure details: In a 5 mL microwave vial were added N-(4-(5-chloropyrimidin-2-yl)benzyl)-5-((5-methylpyridin-2-yl)methoxy)-2-nitroaniline (59 mg, 0.13 mmol), cis-hexahydroisobenzofuran-1,3-dione (33 mg, 0.21 mmol), sodium dithionite (69 mg, 0.39 mmol), DMA (1 mL) and water (0.2 mL). The resulting mixture was heated to 50° Celsius for 16 h. The mixture was cooled to RT, diluted with water (10 mL) and pH adjusted to ˜1 with HCl (1 M). To the mixture was added DCM (1 mL) and the pH was adjusted to ˜3 with saturate... Product: CCCC(Oc1ccc(C(=O)Cc2ccccn2)cc1)c1ccc(CC(C)C)cc1. The reactants are CCCC(Oc1ccc(C(=O)OC)cc1)c1ccc(CC(C)C)cc1, Cc1ccccn1, C[Si](C)(C)[N-][Si](C)(C)C, CC(=O)O, CCOC(C)=O, [Li+], C1CCOC1. RXN SMILES: [CH2:1]([CH:2]([CH3:3])[CH3:4])[c:5]1[cH:6][cH:7][c:8]([CH:11]([CH2:12][CH2:13][CH3:14])[O:15][c:16]2[cH:17][cH:18][c:19]([C:20](=[O:21])[O:22][CH3:23])[cH:24][cH:25]2)[cH:9][cH:10]1.[CH3:26][c:27]1[cH:28][cH:29][cH:30][cH:31][n:32]1.[CH3:33][Si:34]([N-:35][Si:36]([CH3:37])([CH3:38])[CH3:39])([CH3:40])[CH3:41].[CH3:43][C:44](=[O:45])[OH:46].[CH3:52][CH2:53][O:54][C:55](=[O:56])[CH3:57].[Li+:42].[O:47]1[CH2:48][CH2:49][CH2:50][CH2:51]1>>[CH2:1]([CH:2]([CH3:3])[CH3:4])[c:5]1[cH:6][cH:7][c:8]([CH:11]([CH2:12][CH2:13][CH3:14])[O:15][c:16]2[cH:17][cH:18][c:19]([C:20](=[O:21])[CH2:26][c:27]3[cH:28][cH:29][cH:30][cH:31][n:32]3)[cH:24][cH:25]2)[cH:9][cH:10]1.